describe an organic reaction: reactants, conditions, products, and yield From a dataset of the Open Reaction Database (ORD), a public repository of structured organic reaction records. The reactants are OC1COC(CBr)OCC1O, ClCCl, CC(C)=O, O, Cc1ccc(S(=O)(=O)O)cc1. The product is CC1(C)OC2COC(CBr)OCC2O1. As a reaction SMILES: [Br:1][CH2:2][CH:3]1[O:4][CH2:5][CH:6]([OH:11])[CH:7]([OH:10])[CH2:8][O:9]1.[CH2:27]([Cl:28])[Cl:29].[CH3:12][C:13]([CH3:14])=[O:15].[OH2:30].[c:16]1([CH3:17])[cH:18][cH:19][c:20]([S:21]([OH:22])(=[O:23])=[O:24])[cH:25][cH:26]1>>[Br:1][CH2:2][CH:3]1[O:4][CH2:5][CH:6]2[CH:7]([CH2:8][O:9]1)[O:10][C:13]([CH3:12])([CH3:14])[O:11]2. Reactants: C(C)ON=C(CC)C=1C(CC(CC1O)C1=C(C=C(C=C1C)C)C)=O (2-[1-(ethoxyimino)propyl]-3-hydroxy-5-mesitylcyclohex-2-en-1-one), C([O-])([O-])=O.[K+].[K+] (potassium carbonate), C(C1=CC=CC=C1)(=O)Cl (benzoyl chloride). The solvent is C(C)C(=O)C (methyl ethyl ketone). Conditions: time 30 minute. Product: C(C1=CC=CC=C1)(=O)OC1=C(C(CC(C1)C1=C(C=C(C=C1C)C)C)=O)C(CC)=NOCC (3-benzoyloxy-2-[1-(ethoxyimino)propyl]-5-mesitylcyclohex-2-en-1-one). Yield: 60.2%. RXN SMILES: [CH2:1]([O:3][N:4]=[C:5]([C:8]1[C:9](=[O:24])[CH2:10][CH:11]([C:15]2[C:20]([CH3:21])=[CH:19][C:18]([CH3:22])=[CH:17][C:16]=2[CH3:23])[CH2:12][C:13]=1[OH:14])[CH2:6][CH3:7])[CH3:2].C(=O)([O-])[O-].[K+].[K+].[C:31](Cl)(=[O:38])[C:32]1[CH:37]=[CH:36][CH:35]=[CH:34][CH:33]=1>C(C(C)=O)C>[C:31]([O:24][C:9]1[CH2:10][CH:11]([C:15]2[C:16]([CH3:23])=[CH:17][C:18]([CH3:22])=[CH:19][C:20]=2[CH3:21])[CH2:12][C:13](=[O:14])[C:8]=1[C:5](=[N:4][O:3][CH2:1][CH3:2])[CH2:6][CH3:7])(=[O:38])[C:32]1[CH:37]=[CH:36][CH:35]=[CH:34][CH:33]=1 |f:1.2.3|. Procedure: A mixture of 2-[1-(ethoxyimino)propyl]-3-hydroxy-5-mesitylcyclohex-2-en-1-one (2.4 g), anhydrous methyl ethyl ketone (25 ml) and anhydrous potassium carbonate (1.65 g) was treated dropwise, with stirring, with benzoyl chloride (1.12 g). The mixture was heated under reflux with stirring for a period of 30 minutes and then filtered. The residue was washed with diethyl ether and the solvent from the combined filtrate and washings was evaporated under reduced pressure. The residue was taken up in et... Reactants: FC1=C(C(=C(C=C1OC)OC)F)C1=NC=C2C(=N1)NN=C2I (6-(2,6-difluoro-3,5-dimethoxyphenyl)-3-iodo-1H-pyrazolo[3,4-d]pyrimidine), CC1(OB(OC1(C)C)C=1C=C2CCN(CC2=CC1)C(=O)OC(C)(C)C)C (tert-butyl 6-(4,4,5,5-tetramethyl-1,3,2-dioxaborolan-2-yl)-3,4-dihydroisoquinoline-2(1H)-carboxylate). Yields the product FC1=C(C(=C(C=C1OC)OC)F)C1=NC=C2C(=N1)NN=C2C=2C=C1CCN(CC1=CC2)C(=O)OC(C)(C)C (tert-butyl 6-[6-(2,6-difluoro-3,5-dimethoxyphenyl)-1H-pyrazolo[3,4-d]pyrimidin-3-yl]-3,4-dihydroisoquinoline-2(1H)-carboxylate). Reaction SMILES: [F:1][C:2]1[C:7]([O:8][CH3:9])=[CH:6][C:5]([O:10][CH3:11])=[C:4]([F:12])[C:3]=1[C:13]1[N:18]=[C:17]2[NH:19][N:20]=[C:21](I)[C:16]2=[CH:15][N:14]=1.CC1(C)C(C)(C)OB([C:31]2[CH:32]=[C:33]3[C:38](=[CH:39][CH:40]=2)[CH2:37][N:36]([C:41]([O:43][C:44]([CH3:47])([CH3:46])[CH3:45])=[O:42])[CH2:35][CH2:34]3)O1>>[F:1][C:2]1[C:7]([O:8][CH3:9])=[CH:6][C:5]([O:10][CH3:11])=[C:4]([F:12])[C:3]=1[C:13]1[N:18]=[C:17]2[NH:19][N:20]=[C:21]([C:31]3[CH:32]=[C:33]4[C:38](=[CH:39][CH:40]=3)[CH2:37][N:36]([C:41]([O:43][C:44]([CH3:47])([CH3:46])[CH3:45])=[O:42])[CH2:35][CH2:34]4)[C:16]2=[CH:15][N:14]=1. Procedure: This compound was prepared by using procedures analogous to those described for the synthesis of Example 4, Step 2 starting from 6-(2,6-difluoro-3,5-dimethoxyphenyl)-3-iodo-1H-pyrazolo[3,4-d]pyrimidine and tert-butyl 6-(4,4,5,5-tetramethyl-1,3,2-dioxaborolan-2-yl)-3,4-dihydroisoquinoline-2(1H)-carboxylate. LCMS (M+H)+=524.1. Reactants: ClCCCN1C(NC2=C1C=CC=C2)=O (N-(3-chloropropyl)-benzimidazolone), 4-piperidine hydrochloride monohydrate, C([O-])(O)=O.[Na+] (sodium bicarbonate), O1CCCC1 (tetrahydrofuran), CN(C=O)C (dimethylformamide). Product: O=C1CCN(CC1)CCCN1C(NC2=C1C=CC=C2)=O (N-[3-(4-oxo-piperidino)-propyl]-benzimidazolone). Isolated yield 39.0%. As a reaction SMILES: Cl[CH2:2][CH2:3][CH2:4][N:5]1[C:9]2[CH:10]=[CH:11][CH:12]=[CH:13][C:8]=2[NH:7][C:6]1=[O:14].[C:15](=O)(O)[O-].[Na+].[O:20]1[CH2:24][CH2:23][CH2:22]C1.C[N:26]([CH3:29])C=O>>[O:20]=[C:24]1[CH2:15][CH2:29][N:26]([CH2:2][CH2:3][CH2:4][N:5]2[C:9]3[CH:10]=[CH:11][CH:12]=[CH:13][C:8]=3[NH:7][C:6]2=[O:14])[CH2:22][CH2:23]1 |f:1.2|. Procedure details: A mixture of 6.3 gm of N-(3-chloropropyl)-benzimidazolone, 4.6 gm of 4-piperidine hydrochloride monohydrate, 5.0 gm of sodium bicarbonate, 50 ml of tetrahydrofuran, and 50 ml of dimethylformamide, was heated to reflux, for 36 hours. The product was worked up as usual, yielding 3.2 gm (39% of theory) of N-[3-(4-oxo-piperidino)-propyl]-benzimidazolone, m.p. 134°-136° C. Reactants: 7, C([O-])([O-])=O.[K+].[K+] (potassium carbonate), ClCC(=O)NC=1C=NC=CC1 (2-chloro-N-(pyridin-3-yl)acetamide). Run in CN(C)C=O (DMF). Reaction conditions: time 8 hour. Product: N1=CC(=CC=C1)NC(C)=O (N-(pyridin-3-yl)acetamide). Isolated yield 102.8%. As a reaction SMILES: C(=O)([O-])[O-].[K+].[K+].Cl[CH2:8][C:9]([NH:11][C:12]1[CH:13]=[N:14][CH:15]=[CH:16][CH:17]=1)=[O:10]>CN(C=O)C>[N:14]1[CH:15]=[CH:16][CH:17]=[C:12]([NH:11][C:9](=[O:10])[CH3:8])[CH:13]=1 |f:0.1.2|. Reported procedure: To a solution of 7 (200 mg, 0.33 mmol, 1.00 equiv, 50%) in DMF (5 mL) was added potassium carbonate (91.1 mg, 0.66 mmol, 2.00 equiv) and 2-chloro-N-(pyridin-3-yl)acetamide (85.5 mg, 0.50 mmol, 1.50 equiv) at room temperature under nitrogen. The resulting solution was stirred overnight at ambient temperature. The solids were filtered out and the filtrate was concentrated under vacuum. The crude product (150 mg) was purified by Prep-HPLC with the following conditions (SHIMADZU): Column, SunFire Pr... Reactants: C(CC)C1=C(C=CC(=C1)C1CCCCC1)O (2-propyl-4-cyclohexyl phenol), C([O-])([O-])=O.[K+].[K+] (potassium carbonate), BrCCCOC=1C=C(C(C(=O)OCC)O)C=CC1 (ethyl 3-(3-bromopropoxy)mandelate). Run in CN(C)C=O (DMF). Yields the product C(CC)C1=C(OCCCOC=2C=C(C(C(=O)OCC)O)C=CC2)C=CC(=C1)C1CCCCC1 (ethyl 3-(3-(2-propyl-4-cyclohexylphenoxy) propoxy)mandelate). RXN SMILES: [CH2:1]([C:4]1[CH:9]=[C:8]([CH:10]2[CH2:15][CH2:14][CH2:13][CH2:12][CH2:11]2)[CH:7]=[CH:6][C:5]=1[OH:16])[CH2:2][CH3:3].C(=O)([O-])[O-].[K+].[K+].Br[CH2:24][CH2:25][CH2:26][O:27][C:28]1[CH:29]=[C:30]([CH:38]=[CH:39][CH:40]=1)[CH:31]([OH:37])[C:32]([O:34][CH2:35][CH3:36])=[O:33]>CN(C=O)C>[CH2:1]([C:4]1[CH:9]=[C:8]([CH:10]2[CH2:15][CH2:14][CH2:13][CH2:12][CH2:11]2)[CH:7]=[CH:6][C:5]=1[O:16][CH2:24][CH2:25][CH2:26][O:27][C:28]1[CH:29]=[C:30]([CH:38]=[CH:39][CH:40]=1)[CH:31]([OH:37])[C:32]([O:34][CH2:35][CH3:36])=[O:33])[CH2:2][CH3:3] |f:1.2.3|. Procedure: A solution of 2-propyl-4-cyclohexylphenol (0.9 g) (as prepared in Step A), potassium carbonate (0.69 g) and ethyl 3-(3-bromopropoxy)mandelate (1.18 g) in DMF (30 mL) was stirred at 40° C. for 30 h. The reaction mixture was partitioned between ethyl acetate and 1.0 N HCl. The organic layer was washed twice with water, once with brine and then dried over sodium sulfate. The organic layer was then filtered and the solvent remove in vacuo. The resulting oil was chromatographed on silica gel, using e...